Dataset: the Open Reaction Database (ORD), a public repository of structured organic reaction records. Task: describe an organic reaction: reactants, conditions, products, and yield The reactants are CC(C)(C)OC(=O)NC(Cc1ccc2ccccc2c1)c1nnnn1CCc1ccccc1, ClCCl, O=C(O)C(F)(F)F. Product: NC(Cc1ccc2ccccc2c1)c1nnnn1CCc1ccccc1. RXN SMILES: [C:1]([O:2][C:3](=[O:4])[NH:7][CH:8]([CH2:9][c:10]1[cH:11][c:12]2[cH:13][cH:14][cH:15][cH:16][c:17]2[cH:18][cH:19]1)[c:20]1[n:21][n:22][n:23][n:24]1[CH2:25][CH2:26][c:27]1[cH:28][cH:29][cH:30][cH:31][cH:32]1)([CH3:5])([CH3:6])[CH3:33].[CH2:41]([Cl:42])[Cl:43].[OH:34][C:35]([C:36]([F:37])([F:38])[F:39])=[O:40]>>[NH2:7][CH:8]([CH2:9][c:10]1[cH:11][c:12]2[cH:13][cH:14][cH:15][cH:16][c:17]2[cH:18][cH:19]1)[c:20]1[n:21][n:22][n:23][n:24]1[CH2:25][CH2:26][c:27]1[cH:28][cH:29][cH:30][cH:31][cH:32]1.